Dataset: the Open Reaction Database (ORD), a public repository of structured organic reaction records. Task: describe an organic reaction: reactants, conditions, products, and yield Starting materials: N[C@@H](CC1=CC=C(C=C1)NC(C1=CC=CC=C1)=O)CO ((S)-N-[4-(2-amino-3-hydroxypropyl)phenyl)benzamide), C(C1=CC=CC=C1)=O (benzaldehyde). Solvent: O1CCOCC1 (1,4-dioxane). Conditions: time 1 hour. Product: C(C1=CC=CC=C1)N[C@@H](CC1=CC=C(C=C1)NC(C1=CC=CC=C1)=O)CO ((S)-N-[4-[2-(benzylamino)-3-hydroxypropyl]phenyl]benzamide). The yield is 90.6%. Reaction SMILES: [NH2:1][C@H:2]([CH2:19][OH:20])[CH2:3][C:4]1[CH:9]=[CH:8][C:7]([NH:10][C:11](=[O:18])[C:12]2[CH:17]=[CH:16][CH:15]=[CH:14][CH:13]=2)=[CH:6][CH:5]=1.[CH:21](=O)[C:22]1[CH:27]=[CH:26][CH:25]=[CH:24][CH:23]=1>O1CCOCC1>[CH2:21]([NH:1][C@H:2]([CH2:19][OH:20])[CH2:3][C:4]1[CH:5]=[CH:6][C:7]([NH:10][C:11](=[O:18])[C:12]2[CH:13]=[CH:14][CH:15]=[CH:16][CH:17]=2)=[CH:8][CH:9]=1)[C:22]1[CH:27]=[CH:26][CH:25]=[CH:24][CH:23]=1. Reported procedure: To a solution of (S)-N-[4-(2-amino-3-hydroxypropyl)phenyl)benzamide (207 mg) and benzaldehyde (106 mg) in 1,4-dioxane (5 ml) was refluxed for 3 hours, and the mixture was evaporated in vacuo. To the residue in methanol (5 ml) was added sodium borohydride (15 mg) on ice-cooling, and stirred at the same temperature for 1 hour. The resulting mixture was poured into saturated aqueous sodium bicarbonate solution, and extracted with ethyl acetate. The organic layer was washed with brine, dried over ma... Yields the product ClC=1SC(=C(N1)C)C1=C(C=2C(=NC=CN2)NC1=O)O (7-(2-chloro-4-methyl-thiazol-5-yl)-8-hydroxy-5H-pyrido[2,3-b]pyrazin-6-one). Solvent: O (water), CN(C=O)C (N,N-dimethylformamide). Reactants: COC(=O)C1=NC=CN=C1NC(CC1=C(N=C(S1)Cl)C)=O (3-[2-(2-chloro-4-methyl-thiazol-5-yl)-acetylamino]-pyrazine-2-carboxylic acid methyl ester), C([O-])([O-])=O.[K+].[K+] (potassium carbonate), B1. Procedure: 3-[2-(2-Chloro-4-methyl-thiazol-5-yl)-acetylamino]-pyrazine-2-carboxylic acid methyl ester (Example 2.2) (1.020 g) was heated to 110° C. with potassium carbonate (1.08 g) in dry N,N-dimethylformamide (30 ml) for 3 hours. The reaction mixture was allowed to cool to ambient temperature, diluted with water and the mixture extracted with ethyl acetate. The aqueous fraction was acidified to pH 3 by addition of concentrated hydrochloric acid (36% by weight in water) and then extracted again with ethyl... Reaction SMILES: CO[C:3]([C:5]1[C:10]([NH:11][C:12](=[O:21])[CH2:13][C:14]2[S:18][C:17]([Cl:19])=[N:16][C:15]=2[CH3:20])=[N:9][CH:8]=[CH:7][N:6]=1)=[O:4].C(=O)([O-])[O-].[K+].[K+]>CN(C)C=O.O>[Cl:19][C:17]1[S:18][C:14]([C:13]2[C:12](=[O:21])[NH:11][C:10]3=[N:9][CH:8]=[CH:7][N:6]=[C:5]3[C:3]=2[OH:4])=[C:15]([CH3:20])[N:16]=1 |f:1.2.3|. The reactants are BrCC1=C(C=CC=C1)/C(/C(=O)OC)=C\OC ((E)-Methyl 2-[2-(bromomethyl)phenyl]-3-methoxypropenoate), CC(=O)C (acetone). Reagents/catalysts: [N+](=O)([O-])[O-].[Ag+] (silver nitrate). Run in O (water). Reaction conditions: temperature 2 celsius, time 40 minute. The product is OCC1=C(C=CC=C1)/C(/C(=O)OC)=C\OC ((E)-methyl 2-[2-(hydroxymethyl)phenyl]-3-methoxypropenoate). Isolated yield 54.0%. Reaction SMILES: Br[CH2:2][C:3]1[CH:8]=[CH:7][CH:6]=[CH:5][C:4]=1/[C:9](=[CH:14]\[O:15][CH3:16])/[C:10]([O:12][CH3:13])=[O:11].CC(C)=[O:19]>O.[N+]([O-])([O-])=O.[Ag+]>[OH:19][CH2:2][C:3]1[CH:8]=[CH:7][CH:6]=[CH:5][C:4]=1/[C:9](=[CH:14]\[O:15][CH3:16])/[C:10]([O:12][CH3:13])=[O:11] |f:3.4|. Procedure details: (E)-Methyl 2-[2-(bromomethyl)phenyl]-3-methoxypropenoate (15 g) was dissolved in acetone (200 ml) and the solution was cooled to 2° C. A solution of silver nitrate (22.35 g) in water (200 ml) at 4° C. was added to this. The temperature rose to 12° C. After stirring for 40 minutes the green/grey precipitate which had formed was filtered off and the filtrate partitioned between water and diethyl ether. The diethyl ether layer was washed with brine, dried over anhydrous sodium sulphate and evaporat...